describe an organic reaction: reactants, conditions, products, and yield From a dataset of the Open Reaction Database (ORD), a public repository of structured organic reaction records. The reactants are C=CCC[Si](F)(c1ccccc1)c1ccccc1, C1CSCSC1, C1CCOC1, [Li]CCCC. Product: C=CCC[Si](c1ccccc1)(c1ccccc1)C1SCCCS1. RXN SMILES: [CH2:12]([CH2:13][CH:14]=[CH2:15])[Si:16]([F:17])([c:18]1[cH:19][cH:20][cH:21][cH:22][cH:23]1)[c:24]1[cH:25][cH:26][cH:27][cH:28][cH:29]1.[CH2:1]1[CH2:2][S:3][CH2:4][S:5][CH2:6]1.[CH2:30]1[O:31][CH2:32][CH2:33][CH2:34]1.[CH2:7]([Li:8])[CH2:9][CH2:10][CH3:11]>>[CH2:1]1[CH2:2][S:3][CH:4]([Si:16]([CH2:12][CH2:13][CH:14]=[CH2:15])([c:18]2[cH:19][cH:20][cH:21][cH:22][cH:23]2)[c:24]2[cH:25][cH:26][cH:27][cH:28][cH:29]2)[S:5][CH2:6]1. Starting materials: C1(CC1)C1=NC2=C(N1C)C=C(C=C2)N2C(C=C(C=C2)CO)=O (1-(2-cyclopropyl-1-methyl-1H-benzimidazol-6-yl)-4-(hydroxymethyl)pyridin-2(1H)-one), ClC1=CC=C(C=C1)O (4-chlorophenol), C(CCC)P(CCCC)CCCC (tributylphosphine), N(=NC(=O)N1CCCCC1)C(=O)N1CCCCC1 (1,1′-(azodicarbonyl)dipiperidine). As a reaction SMILES: [CH:1]1([C:4]2[N:8]([CH3:9])[C:7]3[CH:10]=[C:11]([N:14]4[CH:19]=[CH:18][C:17]([CH2:20][OH:21])=[CH:16][C:15]4=[O:22])[CH:12]=[CH:13][C:6]=3[N:5]=2)[CH2:3][CH2:2]1.[Cl:23][C:24]1[CH:29]=[CH:28][C:27](O)=[CH:26][CH:25]=1.C(P(CCCC)CCCC)CCC.N(C(N1CCCCC1)=O)=NC(N1CCCCC1)=O>C1COCC1>[Cl:23][C:24]1[CH:29]=[CH:28][C:27]([O:21][CH2:20][C:17]2[CH:18]=[CH:19][N:14]([C:11]3[CH:12]=[CH:13][C:6]4[N:5]=[C:4]([CH:1]5[CH2:2][CH2:3]5)[N:8]([CH3:9])[C:7]=4[CH:10]=3)[C:15](=[O:22])[CH:16]=2)=[CH:26][CH:25]=1. Reported procedure: To a solution of 1-(2-cyclopropyl-1-methyl-1H-benzimidazol-6-yl)-4-(hydroxymethyl)pyridin-2(1H)-one (150 mg), 4-chlorophenol (130 mg) and tributylphosphine (514 mg) in THF (15 ml) was added 1,1′-(azodicarbonyl)dipiperidine (641 mg), and the mixture was stirred at 60° C. for 4 h. The mixture was concentrated in vacuo, and diluted with DCM. The mixture was washed with water and brine successively, dried over Na2SO4, concentrated in vacuo and purified by column chromatography (MeOH/DCM) to afford t... The yield is 21.8%. Solvent: C1CCOC1 (THF). The product is ClC1=CC=C(OCC2=CC(N(C=C2)C=2C=CC3=C(N(C(=N3)C3CC3)C)C2)=O)C=C1 (4-((4-Chlorophenoxy)methyl)-1-(2-cyclopropyl-1-methyl-1H-benzimidazol-6-yl)pyridin-2(1H)-one). Conditions: temperature 60 celsius, time 4 hour.